This data is from the Open Reaction Database (ORD), a public repository of structured organic reaction records. The task is: describe an organic reaction: reactants, conditions, products, and yield The reactants are O=C([O-])O, CCOCC, ClCCl, CC(F)(F)c1cccc(CO)c1, [Na+], [Na+], [Na+], O=S([O-])([O-])=S. Product: CC(F)(F)c1cccc(C=O)c1. Reaction SMILES: [C:18](=[O:19])([OH:20])[O-:21].[CH3:13][CH2:14][O:15][CH2:16][CH3:17].[Cl:30][CH2:31][Cl:32].[F:1][C:2]([CH3:3])([F:4])[c:5]1[cH:6][c:7]([CH2:11][OH:12])[cH:8][cH:9][cH:10]1.[Na+:22].[Na+:28].[Na+:29].[S:23]([O-:24])([O-:25])(=[O:26])=[S:27]>>[F:1][C:2]([CH3:3])([F:4])[c:5]1[cH:6][c:7]([CH:11]=[O:12])[cH:8][cH:9][cH:10]1. Starting materials: NC1=CC2=C(OC3(CC3)C2=O)C=C1 (5-Aminospiro[benzo[b]furan-2(3H),1'-cyclopropane]-3-one), CN=C=O (methyl isocyanate). The solvent is O1CCCC1 (tetrahydrofuran). Product: CNC(NC1=CC2=C(OC3(CC3)C2=O)C=C1)=O (5-methylureidospiro[benzo[b]furan-2(3H),1'-cyclopropane]-3-one). Reaction SMILES: [NH2:1][C:2]1[CH:13]=[CH:12][C:5]2[O:6][C:7]3([C:10](=[O:11])[C:4]=2[CH:3]=1)[CH2:9][CH2:8]3.[CH3:14][N:15]=[C:16]=[O:17]>O1CCCC1>[CH3:14][NH:15][C:16](=[O:17])[NH:1][C:2]1[CH:13]=[CH:12][C:5]2[O:6][C:7]3([C:10](=[O:11])[C:4]=2[CH:3]=1)[CH2:9][CH2:8]3. Procedure details: 5-Aminospiro[benzo[b]furan-2(3H),1'-cyclopropane]-3-one (1.75 g.) and methyl isocyanate (1 ml.) were stirred in tetrahydrofuran for 2 hours at room temperature. The solvent was evaporated off under reduced pressure, and the residue was recrystallized from ethanol to give yellow prisms of 5-methylureidospiro[benzo[b]furan-2(3H),1'-cyclopropane]-3-one (1.06 g.). Reported procedure: A suspension of tert-butyl(1-(4-(7-phenyl-2-thioxo-2,3-dihydro-1H-pyrido[2,3-b][1,4]oxazin-6-yl)phenyl)cyclobutyl)carbamate (250 mg, 0.513 mmol) and 3,3,3-trifluoropropanehydrazide (145 mg, 1.205 mmol) in p-xylene (2 ml) was heated to 150° C. for 15 minutes under microwave irradiation. The resulting reaction mixture was concentrated to dryness under reduced pressure and purified by Biotage silica gel chromatography (gradient 0% to 20% ethyl acetate in n-hexanes) to give the title compound (38 mg... As a reaction SMILES: [C:1]([O:5][C:6](=[O:35])[NH:7][C:8]1([C:12]2[CH:17]=[CH:16][C:15]([C:18]3[C:19]([C:29]4[CH:34]=[CH:33][CH:32]=[CH:31][CH:30]=4)=[CH:20][C:21]4[NH:26][C:25](=S)[CH2:24][O:23][C:22]=4[N:28]=3)=[CH:14][CH:13]=2)[CH2:11][CH2:10][CH2:9]1)([CH3:4])([CH3:3])[CH3:2].[F:36][C:37]([F:44])([F:43])[CH2:38][C:39]([NH:41][NH2:42])=O>CC1C=CC(C)=CC=1>[C:29]1([C:19]2[C:18]([C:15]3[CH:16]=[CH:17][C:12]([C:8]4([NH:7][C:6](=[O:35])[O:5][C:1]([CH3:4])([CH3:3])[CH3:2])[CH2:11][CH2:10][CH2:9]4)=[CH:13][CH:14]=3)=[N:28][C:22]3[O:23][CH2:24][C:25]4[N:26]([C:39]([CH2:38][C:37]([F:44])([F:43])[F:36])=[N:41][N:42]=4)[C:21]=3[CH:20]=2)[CH:34]=[CH:33][CH:32]=[CH:31][CH:30]=1. Run in CC=1C=CC(=CC1)C (p-xylene). The yield is 12.8%. Conditions: temperature 150 celsius. Starting materials: C(C)(C)(C)OC(NC1(CCC1)C1=CC=C(C=C1)C=1C(=CC2=C(OCC(N2)=S)N1)C1=CC=CC=C1)=O (tert-butyl(1-(4-(7-phenyl-2-thioxo-2,3-dihydro-1H-pyrido[2,3-b][1,4]oxazin-6-yl)phenyl)cyclobutyl)carbamate), FC(CC(=O)NN)(F)F (3,3,3-trifluoropropanehydrazide). Product: C1(=CC=CC=C1)C1=CC2=C(OCC=3N2C(=NN3)CC(F)(F)F)N=C1C1=CC=C(C=C1)C1(CCC1)NC(OC(C)(C)C)=O (Tert-butyl (1-(4-(8-phenyl-1-(2,2,2-trifluoroethyl)-4H-pyrido[2,3-b][1,2,4]triazolo[4,3-d][1,4]oxazin-7-yl)phenyl)cyclobutyl)carbamate). Reactants: O (water), [N+](=O)([O-])C=1C=C(NC2=C(C(=O)NCCOCC)C=CC=C2)C=CC1 (2-(m-nitroanilino)-N-(2-ethoxyethyl)benzamide), CN(C(=O)Cl)C (N,N-dimethylcarbamoyl chloride), [H-].[Na+] (sodium hydride). The solvent is O1CCCC1 (tetrahydrofuran). Run at time 30 minute. Product: [N+](=O)([O-])C=1C=C(C=CC1)N1C(N(C(C2=CC=CC=C12)=O)CCOCC)=O (1-(m-nitrophenyl)-3-(2-ethoxyethyl)quinazoline-2,4(1H, 3H)-dione). Yield: 87.1%. RXN SMILES: [N+:1]([C:4]1[CH:5]=[C:6]([CH:22]=[CH:23][CH:24]=1)[NH:7][C:8]1[CH:21]=[CH:20][CH:19]=[CH:18][C:9]=1[C:10]([NH:12][CH2:13][CH2:14][O:15][CH2:16][CH3:17])=[O:11])([O-:3])=[O:2].[H-].[Na+].CN(C)[C:29](Cl)=[O:30].O>O1CCCC1>[N+:1]([C:4]1[CH:5]=[C:6]([N:7]2[C:8]3[C:9](=[CH:18][CH:19]=[CH:20][CH:21]=3)[C:10](=[O:11])[N:12]([CH2:13][CH2:14][O:15][CH2:16][CH3:17])[C:29]2=[O:30])[CH:22]=[CH:23][CH:24]=1)([O-:3])=[O:2] |f:1.2|. Reported procedure: 3.3 g of 2-(m-nitroanilino)-N-(2-ethoxyethyl)benzamide was dissolved in 30 ml of dry tetrahydrofuran, and to the solution was added 1.0 g of approximately 50 % sodium hydride. After stirring the mixture for 30 minutes, 3.2 g of N,N-dimethylcarbamoyl chloride was further added dropwise under cooling, and the whole was refluxed for 4 hours. After the reaction was complete, the solvent was evaporated from the resulting mixture under reduced pressure. To the residue thus obtained was added water to ... Starting materials: C([O-])([O-])=O.[Na+].[Na+] (sodium carbonate), [S-]C#N.[K+] (potassium thiocyanate), CS(=O)(=O)O.ClCC([C@H]1CC[C@H]2[C@@H]3CC[C@H]4C[C@@H]([C@H](C[C@]4(C)[C@H]3CC[C@]12C)N1CC(OCC1)(C)C)O)=O ((2β,3α,5α)-21-chloro-3-hydroxy-2-(2,2-dimethyl-4-morpholinyl)pregnan-20-one methanesulfonate), salt. Solvent: O (water), O (water), CO (methanol). Conditions: time 72 hour. Product: O[C@H]1C[C@@H]2CC[C@H]3[C@@H]4CC[C@H](C(CSC#N)=O)[C@]4(CC[C@@H]3[C@]2(C[C@@H]1N1CC(OCC1)(C)C)C)C ((2β,3α,5α)-3-hydroxy-2-(2,2-dimethyl-4-morpholinyl)-21-thiocyanatopregnan-20-one). Reaction SMILES: CS(O)(=O)=O.Cl[CH2:7][C:8](=[O:37])[C@@H:9]1[C@:26]2([CH3:27])[C@H:12]([C@H:13]3[C@H:23]([CH2:24][CH2:25]2)[C@:21]2([CH3:22])[C@H:16]([CH2:17][C@H:18]([OH:36])[C@@H:19]([N:28]4[CH2:33][CH2:32][O:31][C:30]([CH3:35])([CH3:34])[CH2:29]4)[CH2:20]2)[CH2:15][CH2:14]3)[CH2:11][CH2:10]1.[S-:38][C:39]#[N:40].[K+].C(=O)([O-])[O-].[Na+].[Na+]>CO.O>[OH:36][C@@H:18]1[C@@H:19]([N:28]2[CH2:33][CH2:32][O:31][C:30]([CH3:35])([CH3:34])[CH2:29]2)[CH2:20][C@@:21]2([CH3:22])[C@@H:16]([CH2:15][CH2:14][C@@H:13]3[C@@H:23]2[CH2:24][CH2:25][C@@:26]2([CH3:27])[C@H:12]3[CH2:11][CH2:10][C@@H:9]2[C:8](=[O:37])[CH2:7][S:38][C:39]#[N:40])[CH2:17]1 |f:0.1,2.3,4.5.6|. Procedure details: To a mixture of (2β,3α,5α)-21-chloro-3-hydroxy-2-(2,2-dimethyl-4-morpholinyl)pregnan-20-one methanesulfonate (1:1) salt (1.5 g) in methanol (63 ml) was added a solution of potassium thiocyanate (5.14 g) in water (32 ml). The resulting solution was stirred at room temperature for 72 h, then poured into water and sodium carbonate was added until the pH exceeded 9. The precipitated solid was filtered off, washed with water and dissolved in dichloromethane. The solution was dried over sodium sulfate... Reactants: C1CCN(C1[B-](F)(F)F)C(OC(C)(C)C)=O.[K+], c1cc(nn1C)Br. Conditions: temperature 25 celsius, time 18 hour. As a reaction SMILES: [K+].[CH3:1][C:2]([O:5][C:6]([N:8]1[CH:12]([B-](F)(F)F)[CH2:11][CH2:10][CH2:9]1)=[O:7])([CH3:4])[CH3:3].[CH3:13][n:14]1[n:18][c:17](Br)[cH:16][cH:15]1>>[CH3:13][n:14]1[n:18][c:17]([CH:12]2[N:8]([C:6]([O:5][C:2]([CH3:4])([CH3:3])[CH3:1])=[O:7])[CH2:9][CH2:10][CH2:11]2)[cH:16][cH:15]1. The reagents and catalysts are [Mg+2].[Cl-].[Cl-] (MgCl2), c1ccc(cc1)-c2c3ccccc3cc4ccccc24 (9-Phenylanthracene), CC1=NC(=CC=C1)C (Lutidine), c1(c2ccccn2)nc(ccc1)C (dtbbpy + MgCl2), [Ni].C1CC=CCCC=C1.C1CC=CCCC=C1 (Ni(COD)2). Product: Cn1ccc(n1)C2CCCN2C(=O)OC(C)(C)C. The solvent is CO (MeOH). Reactants: O=C(O)c1ccc2c(c1)C(=O)OC2=O, CC(=O)O, Nc1ccccc1. Yields the product O=C(O)c1ccc2c(c1)C(=O)N(c1ccccc1)C2=O. RXN SMILES: [C:1](=[O:2])([OH:3])[c:4]1[cH:5][c:6]2[c:7]([cH:13][cH:14]1)[C:8](=[O:9])[O:10][C:11]2=[O:12].[CH3:22][C:23](=[O:24])[OH:25].[NH2:15][c:16]1[cH:17][cH:18][cH:19][cH:20][cH:21]1>>[C:1](=[O:2])([OH:3])[c:4]1[cH:5][c:6]2[c:7]([cH:13][cH:14]1)[C:8](=[O:10])[N:15]([c:16]1[cH:17][cH:18][cH:19][cH:20][cH:21]1)[C:11]2=[O:12].